The task is: describe an organic reaction: reactants, conditions, products, and yield. This data is from the Open Reaction Database (ORD), a public repository of structured organic reaction records. The reactants are CCCc1nc(SC)nc(O)c1Cc1ccc(-c2ccccc2C#N)cc1, COCCO, NN, O. Yields the product CCCc1nc(NN)nc(O)c1Cc1ccc(-c2ccccc2C#N)cc1. As a reaction SMILES: [C:1](#[N:2])[c:3]1[c:4](-[c:9]2[cH:10][cH:11][c:12]([CH2:15][c:16]3[c:17]([OH:27])[n:18][c:19]([S:25][CH3:26])[n:20][c:21]3[CH2:22][CH2:23][CH3:24])[cH:13][cH:14]2)[cH:5][cH:6][cH:7][cH:8]1.[CH3:31][O:32][CH2:33][CH2:34][OH:35].[NH2:29][NH2:30].[OH2:28]>>[C:1](#[N:2])[c:3]1[c:4](-[c:9]2[cH:10][cH:11][c:12]([CH2:15][c:16]3[c:17]([OH:27])[n:18][c:19]([NH:29][NH2:30])[n:20][c:21]3[CH2:22][CH2:23][CH3:24])[cH:13][cH:14]2)[cH:5][cH:6][cH:7][cH:8]1.